From a dataset of the Open Reaction Database (ORD), a public repository of structured organic reaction records. describe an organic reaction: reactants, conditions, products, and yield Reactants: CO (methanol), ClC=1C=C2N=CC(=NC2=CC1)OC1=CC=C(OC(C(=O)OC)C)C=C1 (methyl 2-[4-(6-chloro-2-quinoxalinyloxy)phenoxy]propionate), [OH-].[Na+] (sodium hydroxide). Run at time 2 hour. RXN SMILES: CO.[Cl:3][C:4]1[CH:5]=[C:6]2[C:11](=[CH:12][CH:13]=1)[N:10]=[C:9]([O:14][C:15]1[CH:27]=[CH:26][C:18]([O:19][CH:20]([CH3:25])[C:21]([O:23]C)=[O:22])=[CH:17][CH:16]=1)[CH:8]=[N:7]2.[OH-].[Na+]>O1CCCC1>[Cl:3][C:4]1[CH:5]=[C:6]2[C:11](=[CH:12][CH:13]=1)[N:10]=[C:9]([O:14][C:15]1[CH:16]=[CH:17][C:18]([O:19][CH:20]([CH3:25])[C:21]([OH:23])=[O:22])=[CH:26][CH:27]=1)[CH:8]=[N:7]2 |f:2.3|. Reported procedure: Into a mixture of methanol (10 ml) and tetrahydrofuran (14 ml), methyl 2-[4-(6-chloro-2-quinoxalinyloxy)phenoxy]propionate (0.6 g) was dissolved, and lN sodium hydroxide solution (2.5 ml) was added thereto. The reaction was carried out at room temperature while stirring for 2 hours. After removal of methanol and tetrahydrofuran by distillation, the aqueous layer was washed with dichloromethane (1 ml), made acidic with conc. hydrochloric acid and extracted with ethyl acetate. The extract was conc... The yield is 76.3%. The product is ClC=1C=C2N=CC(=NC2=CC1)OC1=CC=C(OC(C(=O)O)C)C=C1 (2-[4-(6-chloro-2-quinoxalinyloxy)phenoxy]propionic acid). Run in O1CCCC1 (tetrahydrofuran). The reactants are C(C)(=O)O (acetic acid), C(=O)C1=CC=C(C=C1)C=1C=2N(C=CC1)N=C(C2)NC(=O)C2CC2 (N-(4-(4-Formylphenyl)pyrazolo[1,5-a]pyridin-2-yl)cyclopropanecarboxamide), C[C@@H]1CN(CCN1)C(=O)OC(C)(C)C ((R)-tert-butyl 3-methylpiperazine-1-carboxylate), (polystyrylmethyl)trimethylammonium cyanoborohydride. The solvent is C(Cl)Cl (DCM). The product is C1(CC1)C(=O)NC1=NN2C(C(=CC=C2)C2=CC=C(CN3[C@@H](CN(CC3)C(=O)OC(C)(C)C)C)C=C2)=C1 ((R)-tert-butyl 4-(4-(2-(cyclopropanecarboxamido)pyrazolo[1,5-a]pyridin-4-yl)benzyl)-3-methylpiperazine-1-carboxylate). RXN SMILES: [CH:1]([C:3]1[CH:8]=[CH:7][C:6]([C:9]2[C:10]3[N:11]([N:15]=[C:16]([NH:18][C:19]([CH:21]4[CH2:23][CH2:22]4)=[O:20])[CH:17]=3)[CH:12]=[CH:13][CH:14]=2)=[CH:5][CH:4]=1)=O.[CH3:24][C@H:25]1[NH:30][CH2:29][CH2:28][N:27]([C:31]([O:33][C:34]([CH3:37])([CH3:36])[CH3:35])=[O:32])[CH2:26]1.C(O)(=O)C>C(Cl)Cl>[CH:21]1([C:19]([NH:18][C:16]2[CH:17]=[C:10]3[C:9]([C:6]4[CH:5]=[CH:4][C:3]([CH2:1][N:30]5[CH2:29][CH2:28][N:27]([C:31]([O:33][C:34]([CH3:36])([CH3:35])[CH3:37])=[O:32])[CH2:26][C@H:25]5[CH3:24])=[CH:8][CH:7]=4)=[CH:14][CH:13]=[CH:12][N:11]3[N:15]=2)=[O:20])[CH2:23][CH2:22]1. Reported procedure: N-(4-(4-Formylphenyl)pyrazolo[1,5-a]pyridin-2-yl)cyclopropanecarboxamide (122 mg, 0.4 mmol), (R)-tert-butyl 3-methylpiperazine-1-carboxylate (120 mg, 0.6 mmol) and (polystyrylmethyl)trimethylammonium cyanoborohydride (loading 4 mmol/g, 0.3 g, 1.2 mmol) were shaken in DCM (15 mL) and acetic acid (1.5 mL) at room temperature for 5 d. The beads were filtered off and the filtrate concentrated in vacuo to give (R)-tert-butyl 4-(4-(2-(cyclopropanecarboxamido)pyrazolo[1,5-a]pyridin-4-yl)benzyl)-3-methy... The reactants are FC1=C(C=CC(=C1)C1=NC(=CC=C1)C)CN1CCN(CC1)C(=O)OC(C)(C)C (tert-butyl 4-[[2-fluoro-4-(6-methylpyridin-2-yl)phenyl]methyl]piperazine-1-carboxylate), FC(C(=O)O)(F)F (Trifluoroacetic acid). The solvent is ClCCl (dichloromethane). Reaction conditions: time 5 hour. The product is FC1=C(C=CC(=C1)C1=NC(=CC=C1)C)CN1CCNCC1 (1-[[2-fluoro-4-(6-methylpyridin-2-yl)phenyl]methyl]piperazine). Yield: 86.1%. RXN SMILES: [F:1][C:2]1[CH:7]=[C:6]([C:8]2[CH:13]=[CH:12][CH:11]=[C:10]([CH3:14])[N:9]=2)[CH:5]=[CH:4][C:3]=1[CH2:15][N:16]1[CH2:21][CH2:20][N:19](C(OC(C)(C)C)=O)[CH2:18][CH2:17]1.FC(F)(F)C(O)=O>ClCCl>[F:1][C:2]1[CH:7]=[C:6]([C:8]2[CH:13]=[CH:12][CH:11]=[C:10]([CH3:14])[N:9]=2)[CH:5]=[CH:4][C:3]=1[CH2:15][N:16]1[CH2:17][CH2:18][NH:19][CH2:20][CH2:21]1. Procedure: A 50 mL round-bottom flask was purged with and maintained under an inert atmosphere of nitrogen then charged with tert-butyl 4-[[2-fluoro-4-(6-methylpyridin-2-yl)phenyl]methyl]piperazine-1-carboxylate (1.10 g, 2.85 mmol, 1.00 equiv) and dichloromethane (12 mL). Trifluoroacetic acid (2 mL) was added dropwise at 0° C. The resulting solution was stirred for 5 h at room temperature. The reaction progress was monitored by LCMS. The reaction was then quenched by the addition of water (20 mL). The resu... Starting materials: CN(C1CCC(CC1)=O)C (4-dimethylaminocyclohexanone), FC1=CC=C(C=C1)N(N)C1=CC=C(C=C1)F (1,1-bis(4-fluorophenyl)hydrazine), 5-N, Cl (hydrogen chloride). The solvent is C(C)O (ethyl alcohol), C(C)O (ethyl alcohol). The product is CN(C1CCC=2N(C3=CC=C(C=C3C2C1)F)C1=CC=C(C=C1)F)C (3-(Dimethylamino)-6-fluoro-9-(4-fluorophenyl)-1,2,3,4-tetrahydrocarbazole). RXN SMILES: [CH3:1][N:2]([CH3:10])[CH:3]1[CH2:8][CH2:7][C:6](=O)[CH2:5][CH2:4]1.[F:11][C:12]1[CH:17]=[CH:16][C:15]([N:18]([C:20]2[CH:25]=[CH:24][C:23]([F:26])=[CH:22][CH:21]=2)N)=[CH:14][CH:13]=1.Cl>C(O)C>[CH3:1][N:2]([CH3:10])[CH:3]1[CH2:8][C:7]2[C:21]3[C:20](=[CH:25][CH:24]=[C:23]([F:26])[CH:22]=3)[N:18]([C:15]3[CH:16]=[CH:17][C:12]([F:11])=[CH:13][CH:14]=3)[C:6]=2[CH2:5][CH2:4]1. Procedure: A solution of 7.8 g. of 4-dimethylaminocyclohexanone and 11 g. of 1,1-bis(4-fluorophenyl)hydrazine in 350 ml. of absolute ethyl alcohol and 90 ml. of 5-N hydrogen chloride in absolute ethyl alcohol was heated under reflux for five hours, cooled, and filtered. The solids were suspended in ether and treated with dilute sodium hydroxide solution and the ether extract was separated, dried and evaporated to dryness. The resulting oil was dissolved in ethyl alcohol, treated with hydrogen chloride in e... Starting materials: C[Si]([N-][Si](C)(C)C)(C)C.[K+] (Potassium hexamethyl disilazide), C(C)(C)(C)OC(=O)N1CCC(CC1)CC=O ((1-t-butoxycarbonylpiperidin-4-yl)acetaldehyde). The reagents and catalysts are [Br-].C[P+](C1=CC=CC=C1)(C1=CC=CC=C1)C1=CC=CC=C1 (methyltriphenylphosphonium bromide). The solvent is C1CCOC1 (THF), C1CCOC1 (THF), C(C)(=O)OCC (ethyl acetate). Run at time 30 minute. The product is C(C=C)C1CCN(CC1)C(=O)OC(C)(C)C (4-(Prop-2-en-1-yl)-1-t-butoxycarbonylpiperidine). Yield: 72.2%. As a reaction SMILES: [CH3:1][Si](C)(C)[N-][Si](C)(C)C.[K+].[C:11]([O:15][C:16]([N:18]1[CH2:23][CH2:22][CH:21]([CH2:24][CH:25]=O)[CH2:20][CH2:19]1)=[O:17])([CH3:14])([CH3:13])[CH3:12]>[Br-].C[P+](C1C=CC=CC=1)(C1C=CC=CC=1)C1C=CC=CC=1.C1COCC1.C(OCC)(=O)C>[CH2:24]([CH:21]1[CH2:22][CH2:23][N:18]([C:16]([O:15][C:11]([CH3:14])([CH3:13])[CH3:12])=[O:17])[CH2:19][CH2:20]1)[CH:25]=[CH2:1] |f:0.1,3.4|. Procedure: A solution of methyltriphenylphosphonium bromide (5.3 g, 14.8 mmol) in THF (50 mL) was cooled to 0° C. under nitrogen. Potassium hexamethyl disilazide (27.7 mL, 0.5M toluene solution, 13.9 mmol) was added and the mixture was stirred for 30 min. A solution of (1-t-butoxycarbonylpiperidin-4-yl)acetaldehyde from Step A (2.25 g, 9.9 mmol) in THF (10 mL) was added and the mixture was warmed to rt. After 30 min, the reaction was complete by tlc analysis. The mixture was diluted with ethyl acetate (200... Reactants: CCN(C(C)C)C(C)C, Clc1cc(I)cc(Cl)n1, NCC1CCCN(C(=O)OCc2ccccc2)C1, C1COCCO1. Yields the product O=C(OCc1ccccc1)N1CCCC(CNc2cc(I)cc(Cl)n2)C1. RXN SMILES: [CH:28]([N:29]([CH:30]([CH3:31])[CH3:32])[CH2:33][CH3:34])([CH3:35])[CH3:36].[Cl:1][c:2]1[n:3][c:4]([Cl:9])[cH:5][c:6]([I:8])[cH:7]1.[NH2:10][CH2:11][CH:12]1[CH2:13][N:14]([C:18](=[O:19])[O:20][CH2:21][c:22]2[cH:23][cH:24][cH:25][cH:26][cH:27]2)[CH2:15][CH2:16][CH2:17]1.[O:37]1[CH2:38][CH2:39][O:40][CH2:41][CH2:42]1>>[c:2]1([NH:10][CH2:11][CH:12]2[CH2:13][N:14]([C:18](=[O:19])[O:20][CH2:21][c:22]3[cH:23][cH:24][cH:25][cH:26][cH:27]3)[CH2:15][CH2:16][CH2:17]2)[n:3][c:4]([Cl:9])[cH:5][c:6]([I:8])[cH:7]1.